describe an organic reaction: reactants, conditions, products, and yield From a dataset of the Open Reaction Database (ORD), a public repository of structured organic reaction records. Starting materials: S(=O)(=O)(O)O.FCCN1N=CC(=C1N)N (1-(2-fluoroethyl)-1H-pyrazole-4,5-diamine sulfate), C(O)([O-])=O.[Na+] (sodium hydrogen carbonate), [Cl-].[Na+] (sodium chloride), O=C1N(C(CC1)=O)OC(CCNC(OC(C)(C)C)=O)=O (tert-butyl {3-[(2,5-dioxo-1-pyrrolidinyl)oxy]-3-oxopropyl}carbamate). Run in O1CCCC1 (tetrahydrofuran). Conditions: time 2 hour. The product is NC1=C(C=NN1CCF)NC(CCNC(OC(C)(C)C)=O)=O (tert-butyl (3-{[5-amino-1-(2-fluoroethyl)-1H-pyrazol-4-yl]amino}-3-oxopropyl)carbamate). Isolated yield 58.9%. Reaction SMILES: S(O)(O)(=O)=O.[F:6][CH2:7][CH2:8][N:9]1[C:13]([NH2:14])=[C:12]([NH2:15])[CH:11]=[N:10]1.O=C1CCC(=O)N1[O:23][C:24](=O)[CH2:25][CH2:26][NH:27][C:28](=[O:34])[O:29][C:30]([CH3:33])([CH3:32])[CH3:31].C(=O)([O-])O.[Na+].[Cl-].[Na+]>O1CCCC1>[NH2:14][C:13]1[N:9]([CH2:8][CH2:7][F:6])[N:10]=[CH:11][C:12]=1[NH:15][C:24](=[O:23])[CH2:25][CH2:26][NH:27][C:28](=[O:34])[O:29][C:30]([CH3:31])([CH3:32])[CH3:33] |f:0.1,3.4,5.6|. Reported procedure: To a suspension of 1-(2-fluoroethyl)-1H-pyrazole-4,5-diamine sulfate (3 g) in tetrahydrofuran (30 ml) were added tert-butyl {3-[(2,5-dioxo-1-pyrrolidinyl)oxy]-3-oxopropyl}carbamate (3.9 g) and N,N-diisoporpylethylamine (3.5 g) under ice-cooling. The reaction mixture was stirred at room temperature for 2 hours. An aqueous sodium hydrogen carbonate solution and sodium chloride were added, and the mixture was extracted with ethyl acetate-tetrahydrofuran (three times). The organic layer was dried ov...